Task: describe an organic reaction: reactants, conditions, products, and yield. Dataset: the Open Reaction Database (ORD), a public repository of structured organic reaction records Starting materials: C(=O)(O)[O-].[Na+] (NaHCO3), CC1=CC=C(S1)C(=O)[O-] (5-Methyl-2-thiophene carboxylate), ice, S(O)(O)(=O)=O (sulfuric acid). The solvent is CO (methanol). Reaction conditions: temperature 83 celsius. The product is CC1=CC=C(S1)C(=O)OC (Methyl 5-methyl-2-thiophene carboxylate). Isolated yield 67.0%. As a reaction SMILES: [CH3:1][C:2]1[S:6][C:5]([C:7]([O-:9])=[O:8])=[CH:4][CH:3]=1.S(=O)(=O)(O)O.[C:15]([O-])(O)=O.[Na+]>CO>[CH3:1][C:2]1[S:6][C:5]([C:7]([O:9][CH3:15])=[O:8])=[CH:4][CH:3]=1 |f:2.3|. Procedure details: 5-Methyl-2-thiophene carboxylate (2.0 g, 14.1 mmol, Aldrich, 1001 West Saint Paul Avenue, Milwaukee, Wis. 53233 USA) was carefully dissolved in 50 ml methanol and 15 ml conc. sulfuric acid at room temperature under an inert atmosphere. The reaction mixture was refluxed at 83° C. for 5 hours. After the reaction mixture was allowed to cool to room temperature, it was poured into a beaker containing 200 ml of ice. This aqueous mixture was neutralized to pH 7 with solid NaHCO3. This liquid was poure... As a reaction SMILES: [CH2:31]([O:32][c:33]1[cH:34][cH:35][c:36]([CH:37]=[O:38])[cH:39][c:40]1[C:41]([OH:42])=[O:43])[c:44]1[cH:45][cH:46][cH:47][cH:48][cH:49]1.[F:1][c:2]1[c:3]([CH2:4][O:5][c:6]2[c:7]([C:8](=[O:9])[O:10][CH2:11][c:12]3[cH:13][cH:14][c:15]([F:16])[cH:17][c:18]3[F:19])[cH:20][c:21]([CH:24]=[O:25])[cH:22][cH:23]2)[cH:26][cH:27][c:28]([F:30])[cH:29]1>>[F:1][c:2]1[c:3]([CH2:4][O:5][c:6]2[c:7]([C:8](=[O:9])[OH:10])[cH:20][c:21]([CH:24]=[O:25])[cH:22][cH:23]2)[cH:26][cH:27][c:28]([F:30])[cH:29]1. The product is O=Cc1ccc(OCc2ccc(F)cc2F)c(C(=O)O)c1. The reactants are O=Cc1ccc(OCc2ccccc2)c(C(=O)O)c1, O=Cc1ccc(OCc2ccc(F)cc2F)c(C(=O)OCc2ccc(F)cc2F)c1. The reactants are C(C)(C)NC(C)C (diisopropyl amine), [Li]CCCC (nBuLi), CI (methyl iodide), C(C)OC(=O)C1N(CCCC1)C(C1=CC=CC=C1)=O (Ethyl-1-benzoyl-piperidine-2-carboxylate). Run in C1CCOC1 (THF). Run at temperature 0 celsius, time 15 minute. Yields the product C(C)OC(=O)C1(N(CCCC1)C(C1=CC=CC=C1)=O)C (ethyl-1-benzoyl-2-methyl-piperidine-2-carboxylate). The yield is 100.3%. Reaction SMILES: [CH:1](NC(C)C)(C)C.[Li]CCCC.[CH2:13]([O:15][C:16]([CH:18]1[CH2:23][CH2:22][CH2:21][CH2:20][N:19]1[C:24](=[O:31])[C:25]1[CH:30]=[CH:29][CH:28]=[CH:27][CH:26]=1)=[O:17])[CH3:14].CI>C1COCC1>[CH2:13]([O:15][C:16]([C:18]1([CH3:1])[CH2:23][CH2:22][CH2:21][CH2:20][N:19]1[C:24](=[O:31])[C:25]1[CH:30]=[CH:29][CH:28]=[CH:27][CH:26]=1)=[O:17])[CH3:14]. Reported procedure: To a solution of diisopropyl amine (2.11 g, 25.86 mmol) in THF (50 mL) at 0° C. was added nBuLi (9.4 mL, 23.51 mmol, 2.5M in hexanes). This solution was stirred for 15 min at 0° C. and then cooled to -78° C. Ethyl-1-benzoyl-piperidine-2-carboxylate (6.16 g, 23.5 mmol) was added and the reaction was allowed to stir for 45 min at which time methyl iodide (3.34 g, 23.51 mmol) was added. The reaction was warmed to room temperature and gently warmed (~40° C.) for 2 h. The reaction was quenched with N...